This data is from the Open Reaction Database (ORD), a public repository of structured organic reaction records. The task is: describe an organic reaction: reactants, conditions, products, and yield Reactants: CC(C)(C)[Si](C)(C)OCCCBr, O=C([O-])[O-], COC(=O)N=C(SC)C(=Nc1ccc(-c2noc(C)n2)cc1)c1cc(OC)cc(O)c1F, CCOC(C)=O, [Cs+], [Cs+], CN(C)C=O, O. Product: COC(=O)N=C(SC)C(=Nc1ccc(-c2noc(C)n2)cc1)c1cc(OC)cc(OCCCO[Si](C)(C)C(C)(C)C)c1F. RXN SMILES: [Br:7][CH2:8][CH2:9][CH2:10][O:11][Si:12]([CH3:13])([CH3:14])[C:15]([CH3:16])([CH3:17])[CH3:18].[C:1](=[O:2])([O-:3])[O-:4].[CH3:19][O:20][C:21]([N:22]=[C:23]([C:24](=[N:25][c:26]1[cH:27][cH:28][c:29](-[c:32]2[n:33][o:34][c:35]([CH3:37])[n:36]2)[cH:30][cH:31]1)[c:38]1[c:39]([F:47])[c:40]([OH:46])[cH:41][c:42]([O:44][CH3:45])[cH:43]1)[S:48][CH3:49])=[O:50].[CH3:57][CH2:58][O:59][C:60](=[O:61])[CH3:62].[Cs+:5].[Cs+:6].[O:52]=[CH:53][N:54]([CH3:55])[CH3:56].[OH2:51]>>[CH2:8]([CH2:9][CH2:10][O:11][Si:12]([CH3:13])([CH3:14])[C:15]([CH3:16])([CH3:17])[CH3:18])[O:46][c:40]1[c:39]([F:47])[c:38]([C:24]([C:23](=[N:22][C:21]([O:20][CH3:19])=[O:50])[S:48][CH3:49])=[N:25][c:26]2[cH:27][cH:28][c:29](-[c:32]3[n:33][o:34][c:35]([CH3:37])[n:36]3)[cH:30][cH:31]2)[cH:43][c:42]([O:44][CH3:45])[cH:41]1. Reactants: OC(CC=CC=1C=C2C(=CNC2=CC1)C[C@@H]1N(CCC1)C)C (5-(4-Hydroxy-1-pent-1-enyl)-3-(N-methyl-2(R)-pyrrolidinylmethyl)-1H-indole). Reagents/catalysts: [Pd] (palladium on charcoal). Solvent: O (H2O). The product is OC(CCCC=1C=C2C(=CNC2=CC1)C[C@@H]1N(CCC1)C)C (5-(4-Hydroxy-1-pentyl)-3-(N-methyl-2(R)-pyrrolidinylmethyl)-1H-indole). As a reaction SMILES: [OH:1][CH:2]([CH3:22])[CH2:3][CH:4]=[CH:5][C:6]1[CH:7]=[C:8]2[C:12](=[CH:13][CH:14]=1)[NH:11][CH:10]=[C:9]2[CH2:15][C@H:16]1[CH2:20][CH2:19][CH2:18][N:17]1[CH3:21]>[Pd].O>[OH:1][CH:2]([CH3:22])[CH2:3][CH2:4][CH2:5][C:6]1[CH:7]=[C:8]2[C:12](=[CH:13][CH:14]=1)[NH:11][CH:10]=[C:9]2[CH2:15][C@H:16]1[CH2:20][CH2:19][CH2:18][N:17]1[CH3:21]. Procedure details: Obtained from the title compound of Example 15 by a procedure similar to that described in Example 2, but using 10% palladium on charcoal as catalyst, as a foam. Rf 0.16 (SS 7). Found: C,75.18; H,8.91; N,9.07. C19H28N2O; 0.17 H2O requires C,75.19; H,9.41; N,9.22%. Reactants: COC(=O)c1ccc(-c2cnc(N)c(OCc3ccccc3)c2)cc1, CCO, O. Product: COC(=O)c1ccc(-c2cnc(N)c(O)c2)cc1. Reaction SMILES: [CH3:1][O:2][C:3]([c:4]1[cH:5][cH:6][c:7](-[c:10]2[cH:11][n:12][c:13]([NH2:24])[c:14]([O:16][CH2:17][c:18]3[cH:19][cH:20][cH:21][cH:22][cH:23]3)[cH:15]2)[cH:8][cH:9]1)=[O:25].[CH3:26][CH2:27][OH:28].[OH2:29]>>[CH3:1][O:2][C:3]([c:4]1[cH:5][cH:6][c:7](-[c:10]2[cH:11][n:12][c:13]([NH2:24])[c:14]([OH:16])[cH:15]2)[cH:8][cH:9]1)=[O:25]. Reactants: COc1cc(CC#N)ccc1[N+](=O)[O-], CCOC(C)=O, CCN(C(C)C)C(C)C, ClCCl, O=C(Cl)c1cccc(C(F)(F)F)c1, [H][H], O. Product: COc1cc(CC#N)ccc1NC(=O)c1cccc(C(F)(F)F)c1. Reaction SMILES: [CH3:1][O:2][c:3]1[cH:4][c:5]([CH2:12][C:13]#[N:14])[cH:6][cH:7][c:8]1[N+:9]([O-:10])=[O:11].[CH3:39][CH2:40][O:41][C:42]([CH3:43])=[O:44].[CH:30]([N:31]([CH2:32][CH3:33])[CH:34]([CH3:35])[CH3:36])([CH3:37])[CH3:38].[Cl:46][CH2:47][Cl:48].[F:17][C:18]([c:19]1[cH:20][c:21]([C:22](=[O:23])[Cl:24])[cH:25][cH:26][cH:27]1)([F:28])[F:29].[H:15][H:16].[OH2:45]>>[CH3:1][O:2][c:3]1[cH:4][c:5]([CH2:12][C:13]#[N:14])[cH:6][cH:7][c:8]1[NH:9][C:22]([c:21]1[cH:20][c:19]([C:18]([F:17])([F:28])[F:29])[cH:27][cH:26][cH:25]1)=[O:23]. Starting materials: [O-][I+3]([O-])([O-])[O-], [Na+], O, CC(C)(N)C(C)(C)N(O)O. Yields the product CC1(C)[N+]([O-])=[N+]([O-])C1(C)C. Reaction SMILES: [I+3:11]([O-:12])([O-:13])([O-:14])[O-:15].[Na+:16].[OH2:17].[OH:1][N:2]([C:3]([CH3:4])([C:5]([CH3:6])([NH2:7])[CH3:8])[CH3:9])[OH:10]>>[N+:2]1([O-:10])=[N+:7]([O-:12])[C:5]([CH3:6])([CH3:8])[C:3]1([CH3:4])[CH3:9]. Starting materials: CC(=O)O, Nc1c2c(nc3ccc([N+](=O)[O-])cc13)CCCC2=O, [Na+], [OH-]. The product is Nc1ccc2nc3c(c(N)c2c1)C(=O)CCC3. RXN SMILES: [CH3:22][C:23](=[O:24])[OH:25].[NH2:1][c:2]1[c:3]2[cH:4][c:5]([N+:17]([O-:18])=[O:19])[cH:6][cH:7][c:8]2[n:9][c:10]2[c:15]1[C:14](=[O:16])[CH2:13][CH2:12][CH2:11]2.[Na+:21].[OH-:20]>>[NH2:1][c:2]1[c:3]2[cH:4][c:5]([NH2:17])[cH:6][cH:7][c:8]2[n:9][c:10]2[c:15]1[C:14](=[O:16])[CH2:13][CH2:12][CH2:11]2.